Dataset: the Open Reaction Database (ORD), a public repository of structured organic reaction records. Task: describe an organic reaction: reactants, conditions, products, and yield Reactants: Cl.C1(=CC=CC=C1)C1(CC[C@@]([C@@H]2CNC[C@H]12)(O)C1=C(C=CC=C1)OC)C1=CC=CC=C1 ((3aS,4S,7aS)-7,7-diphenyl-4-(2-methoxyphenyl)perhydroisoindol-4-ol hydrochloride), S1C=C(C=C1)CC(=O)O (3-thienylacetic acid). The product is C1(=CC=CC=C1)C1(CC[C@@]([C@@H]2CN(C[C@H]12)C(CC1=CSC=C1)=O)(O)C1=C(C=CC=C1)OC)C1=CC=CC=C1 ((3aS,4S,7aS)-7,7-diphenyl-4-(2-methoxyphenyl)-2-[(3-thienyl)acetyl]perhydroisoindol-4-ol). Yield: 55.2%. As a reaction SMILES: Cl.[C:2]1([C:8]2([C:26]3[CH:31]=[CH:30][CH:29]=[CH:28][CH:27]=3)[C@@H:16]3[C@@H:12]([CH2:13][NH:14][CH2:15]3)[C@@:11]([C:18]3[CH:23]=[CH:22][CH:21]=[CH:20][C:19]=3[O:24][CH3:25])([OH:17])[CH2:10][CH2:9]2)[CH:7]=[CH:6][CH:5]=[CH:4][CH:3]=1.[S:32]1[CH:36]=[CH:35][C:34]([CH2:37][C:38](O)=[O:39])=[CH:33]1>>[C:26]1([C:8]2([C:2]3[CH:3]=[CH:4][CH:5]=[CH:6][CH:7]=3)[C@@H:16]3[C@@H:12]([CH2:13][N:14]([C:38](=[O:39])[CH2:37][C:34]4[CH:35]=[CH:36][S:32][CH:33]=4)[CH2:15]3)[C@@:11]([C:18]3[CH:23]=[CH:22][CH:21]=[CH:20][C:19]=3[O:24][CH3:25])([OH:17])[CH2:10][CH2:9]2)[CH:31]=[CH:30][CH:29]=[CH:28][CH:27]=1 |f:0.1|. Reported procedure: By working in accordance with Example 4, starting from 0.8 g of (3aS,4S,7aS)-7,7-diphenyl-4-(2-methoxyphenyl)perhydroisoindol-4-ol hydrochloride and 0.34 g of 3-thienylacetic acid, 0.53 g of (3aS,4S,7aS)-7,7-diphenyl-4-(2-methoxyphenyl)-2-[(3-thienyl)acetyl]perhydroisoindol-4-ol is obtained in the form of white crystals which melt with decomposition at 106° C. The reactants are N1CCNCC1 (Piperazine), ClC=1C(=NC=2C(N1)=CSC2)Cl (2,3-dichlorothieno[3,4-b]pyrazine). The solvent is CCO (EtOH). Yields the product ClC=1C(=NC=2C(N1)=CSC2)N2CCNCC2 (2-Chloro-3-(1-piperazinyl)-thieno[3,4-b]pyrazine). Isolated yield 29.1%. Reaction SMILES: [NH:1]1[CH2:6][CH2:5][NH:4][CH2:3][CH2:2]1.Cl[C:8]1[C:9]([Cl:17])=[N:10][C:11]2[C:12](=[CH:14][S:15][CH:16]=2)[N:13]=1>CCO>[Cl:17][C:9]1[C:8]([N:1]2[CH2:6][CH2:5][NH:4][CH2:3][CH2:2]2)=[N:13][C:12]2[C:11](=[CH:16][S:15][CH:14]=2)[N:10]=1. Procedure: Piperazine (92 mg, 1.07 mmol) was added to a stirred suspension of 2,3-dichlorothieno[3,4-b]pyrazine (110 mg, 0.54 mmol) in EtOH (5 mL) at room temperature. The mixture was stirred at reflux for 16 h and filtered. The solid was purified by chromatography on silica gel (gradient: PhMe to PhMe/MeOH/Et3N, 8:1:1) to give 40 mg (29%) of the product as an orange solid. The material was used without further purification in the next step. Reactants: C(C)(C)(C)OC(=O)N1CC2(N(CCC2C1)C(=O)OCC1=CC=CC=C1)C (6a-Methyl-hexahydro-pyrrolo[3,4-b]pyrrole-1,5-dicarboxylic acid 1-benzyl ester 5-tert-butyl ester), C(=O)(C(F)(F)F)O (TFA). Solvent: C(Cl)Cl (CH2Cl2). Yields the product C(C1=CC=CC=C1)OC(=O)N1C2(C(CC1)CNC2)C (6a-Methyl-hexahydro-pyrrolo[3,4-b]pyrrole-1-carboxylic acid benzyl ester). Isolated yield 55.4%. RXN SMILES: C(OC([N:8]1[CH2:15][CH:14]2[C:10]([CH3:26])([N:11]([C:16]([O:18][CH2:19][C:20]3[CH:25]=[CH:24][CH:23]=[CH:22][CH:21]=3)=[O:17])[CH2:12][CH2:13]2)[CH2:9]1)=O)(C)(C)C.C(O)(C(F)(F)F)=O>C(Cl)Cl>[CH2:19]([O:18][C:16]([N:11]1[CH2:12][CH2:13][CH:14]2[CH2:15][NH:8][CH2:9][C:10]12[CH3:26])=[O:17])[C:20]1[CH:21]=[CH:22][CH:23]=[CH:24][CH:25]=1. Procedure details: The product of Example 20F (0.8 g, 2.22 mmol) was treated with TFA (5 mL) in CH2Cl2 (10 mL) at ambient temperature for 1 h. The mixture was then concentrated under reduced pressure and the residue was purified by column chromatography (SiO2, 90:9:1 CH2Cl2:MeOH:NH4OH) to give the title compound (0.32 g, 1.23 mmol, 55% yield). 1H NMR (MeOH-d4, 300 MHz) δ 1.42, 1.47 (s, 3H, rotamers), 1.63-1.75 (m, 1H), 1.98-2.13 (m, 1H), 2.37-2.52 (m, 1H), 2.62-2.76 (m, 2H), 3.00-3.12 (m, 1H), 3.26, 3.47 (d, J=12.... As a reaction SMILES: [CH2:16]([Cl:17])[Cl:18].[CH2:19]1[O:20][CH2:21][CH2:22][CH2:23]1.[CH2:1]([O:2][CH:3]([CH3:4])[O:6][CH:7]([CH:8]=[O:9])[CH:10]([CH2:11][S:12][CH3:13])[CH3:14])[CH3:5].[ClH:15]>>[OH:6][CH:7]([CH:8]=[O:9])[CH:10]([CH2:11][S:12][CH3:13])[CH3:14]. Yields the product CSCC(C)C(O)C=O. Reactants: ClCCl, C1CCOC1, CCOC(C)OC(C=O)C(C)CSC, Cl. Reactants: BrC1=NN=C2N1C1=C(C(=CC2)C2=C(C=CC=C2)F)C=C(C=C1)Cl (1-bromo-8-chloro-6-(2-fluorophenyl)-4H-s-triazolo[4,3-a][1]benzazepine), C[O-].[Na+] (sodium methylate). Solvent: CO (methanol). Yields the product ClC=1C=CC2=C(C(=CCC=3N2C(NN3)=O)C3=C(C=CC=C3)F)C1 (8-chloro-6-(2-fluorophenyl)-2,4-dihydro-1H-s-triazolo[4,3-a][1]benzazepin-1-one). RXN SMILES: Br[C:2]1[N:6]2[C:7]3[CH:22]=[CH:21][C:20]([Cl:23])=[CH:19][C:8]=3[C:9]([C:12]3[CH:17]=[CH:16][CH:15]=[CH:14][C:13]=3[F:18])=[CH:10][CH2:11][C:5]2=[N:4][N:3]=1.C[O-:25].[Na+]>CO>[Cl:23][C:20]1[CH:21]=[CH:22][C:7]2[N:6]3[C:2](=[O:25])[NH:3][N:4]=[C:5]3[CH2:11][CH:10]=[C:9]([C:12]3[CH:17]=[CH:16][CH:15]=[CH:14][C:13]=3[F:18])[C:8]=2[CH:19]=1 |f:1.2|. Reported procedure: 3.9 g of 1-bromo-8-chloro-6-(2-fluorophenyl)-4H-s-triazolo[4,3-a][1]benzazepine are suspended in 90 ml of methanol and treated with 1.62 of g of sodium methylate. The mixture is heated to boiling under reflux for 20 hours and then evaporated. The residue, which contains predominantly 8-chloro-6-(2-fluorophenyl)-1-methoxy-4H-s-triazolo[4,3-a][1]benzazepine, is heated to boiling under reflux for 4.5 hours in 100 ml of 48% hydrobromic acid. The mixture is diluted with water, made weakly alkaline wi... Reactants: ClC1=C(C(=O)O)C=C(C=C1[N+](=O)[O-])[N+](=O)[O-] (2-chloro-3,5-dinitrobenzoic acid), C(C)S (ethyl mercaptan), C(C)Br (ethyl bromide), ice water, C([O-])([O-])=O.[K+].[K+] (potassium carbonate). The solvent is CN(C=O)C (dimethylformamide), CN(C=O)C (dimethylformamide), CN(C=O)C (dimethylformamide), CN(C=O)C (dimethylformamide). Conditions: temperature -5 celsius, time 1 hour. Product: C(C)OC(C1=C(C(=CC(=C1)[N+](=O)[O-])[N+](=O)[O-])CC)=S (3,5-dinitro-2-ethylthiobenzoic acid ethyl ester). RXN SMILES: [C:1](=[O:4])([O-])[O-].[K+].[K+].Cl[C:8]1[C:16]([N+:17]([O-:19])=[O:18])=[CH:15][C:14]([N+:20]([O-:22])=[O:21])=[CH:13][C:9]=1[C:10](O)=O.[CH2:23]([SH:25])[CH3:24].[CH2:26](Br)C>CN(C)C=O>[CH2:1]([O:4][C:23](=[S:25])[C:24]1[CH:13]=[C:14]([N+:20]([O-:22])=[O:21])[CH:15]=[C:16]([N+:17]([O-:19])=[O:18])[C:8]=1[CH2:9][CH3:10])[CH3:26] |f:0.1.2|. Procedure: 33.2 g (0.240 mol) of potassium carbonate are introduced into 100 ml of dimethylformamide and cooled to -5° C. 37.5 g (0.114 mol) of 2-chloro-3,5-dinitrobenzoic acid (75% with 25% water) dissolved in 120 ml of dimethylformamide are then added over a period of 20 minutes during which time the internal temperature is maintained at from -5° to 0° C. 8.9 ml (0.12 mol) of ethyl mercaptan in 20 ml of dimethylformamide are then added dropwise at -8° C. over a period of 20 minutes. The batch is then sti... Starting materials: FC1=C(OC=2C=C(C(=O)N)C=CC2[N+](=O)[O-])C=CC(=C1)F (3-(2,4-difluorophenoxy)-4-nitrobenzamide), [Cl-].[NH4+] (ammonium chloride). The reagents and catalysts are [Fe] (iron). Run in C(C)O (ethanol), O (water). Product: NC1=C(C=C(C(=O)N)C=C1)OC1=C(C=C(C=C1)F)F (4-amino-3-(2,4-difluorophenoxy)benzamide). Yield: 91.3%. As a reaction SMILES: [F:1][C:2]1[CH:20]=[C:19]([F:21])[CH:18]=[CH:17][C:3]=1[O:4][C:5]1[CH:6]=[C:7]([CH:11]=[CH:12][C:13]=1[N+:14]([O-])=O)[C:8]([NH2:10])=[O:9].[Cl-].[NH4+]>C(O)C.O.[Fe]>[NH2:14][C:13]1[CH:12]=[CH:11][C:7]([C:8]([NH2:10])=[O:9])=[CH:6][C:5]=1[O:4][C:3]1[CH:17]=[CH:18][C:19]([F:21])=[CH:20][C:2]=1[F:1] |f:1.2|. Reported procedure: A mixture of 3-(2,4-difluorophenoxy)-4-nitrobenzamide (1 g), iron powder (1 g), and ammonium chloride (0.1 g) in ethanol (20 ml) and water (10 ml) was refluxed with stirring for an hour. The insoluble materials were filtered off and the filtrate was concentrated under reduced pressure to give pale yellow crystals of 4-amino-3-(2,4-difluorophenoxy)benzamide (0.82 g). Starting materials: CCO, CCOC(C)=O, [H][H], COc1ccc(Cn2nnc(C(=O)c3ccc(C(OC)OC)cc3N)c2C(=O)O)cc1. The product is COC(=O)c1ccc(C(=O)c2nnn(Cc3ccc(OC)cc3)c2C(=O)O)c(N)c1. Reaction SMILES: [CH3:34][CH2:35][OH:36].[CH3:37][CH2:38][O:39][C:40](=[O:41])[CH3:42].[H:32][H:33].[NH2:1][c:2]1[c:3]([C:4](=[O:5])[c:6]2[n:7][n:8][n:9]([CH2:14][c:15]3[cH:16][cH:17][c:18]([O:21][CH3:22])[cH:19][cH:20]3)[c:10]2[C:11](=[O:12])[OH:13])[cH:23][cH:24][c:25]([CH:27]([O:28][CH3:29])[O:30][CH3:31])[cH:26]1>>[NH2:1][c:2]1[c:3]([C:4](=[O:5])[c:6]2[n:7][n:8][n:9]([CH2:14][c:15]3[cH:16][cH:17][c:18]([O:21][CH3:22])[cH:19][cH:20]3)[c:10]2[C:11](=[O:12])[OH:13])[cH:23][cH:24][c:25]([C:27]([O:28][CH3:29])=[O:30])[cH:26]1.